Task: describe an organic reaction: reactants, conditions, products, and yield. Dataset: the Open Reaction Database (ORD), a public repository of structured organic reaction records Reactants: C(C)(C)(C)OC(NC1(CCC1)C1=CC=C(C=C1)C1=C(C=C2C(=N1)CCCC(C2=O)=CN(C)C)C2=CC=CC=C2)=O (tert-butyl(1-(4-(6-((dimethylamino)methylene)-5-oxo-3-phenyl-6,7,8,9-tetrahydro-5H-cyclohepta[b]pyridin-2-yl)phenyl)cyclobutyl)carbamate), O.NN (hydrazine hydrate). Solvent: C(C)O (ethanol). Run at time 18 hour. The product is C1(=CC=CC=C1)C=1C=C2C(=NC1C1=CC=C(C=C1)C1(CCC1)N)CCCC=1C2=NNC1 (1-(4-(9-phenyl-2,4,5,6-tetrahydropyrazolo[3′,4′:3,4]cyclohepta[1,2-b]pyridin-8-yl)phenyl)cyclobutanamine). Yield: 72.3%. As a reaction SMILES: C(OC(=O)[NH:7][C:8]1([C:12]2[CH:17]=[CH:16][C:15]([C:18]3[N:23]=[C:22]4[CH2:24][CH2:25][CH2:26][C:27](=[CH:30]N(C)C)[C:28](=O)[C:21]4=[CH:20][C:19]=3[C:34]3[CH:39]=[CH:38][CH:37]=[CH:36][CH:35]=3)=[CH:14][CH:13]=2)[CH2:11][CH2:10][CH2:9]1)(C)(C)C.O.[NH2:42][NH2:43]>C(O)C>[C:34]1([C:19]2[CH:20]=[C:21]3[C:28]4=[N:42][NH:43][CH:30]=[C:27]4[CH2:26][CH2:25][CH2:24][C:22]3=[N:23][C:18]=2[C:15]2[CH:14]=[CH:13][C:12]([C:8]3([NH2:7])[CH2:11][CH2:10][CH2:9]3)=[CH:17][CH:16]=2)[CH:39]=[CH:38][CH:37]=[CH:36][CH:35]=1 |f:1.2|. Procedure: To a solution of tert-butyl(1-(4-(6-((dimethylamino)methylene)-5-oxo-3-phenyl-6,7,8,9-tetrahydro-5H-cyclohepta[b]pyridin-2-yl)phenyl)cyclobutyl)carbamate (90 mg, 0.17 mmol) in anhydrous ethanol (2 mL) was added hydrazine hydrate (25 μL, 0.5 mmol). The reaction mixture was stirred at room temperature under a nitrogen atmosphere for 18 hours. The reaction mixture was concentrated to dryness under reduced pressure, purified by Biotage chromatography (silica, hexane:ethyl acetate, gradient elution f... The reactants are ClC=1C=C(C=CC1Cl)[C@@H]1C[C@@H](CC2=CC=CC=C12)C(C)NC(OC(C)(C)C)=O (tert-butyl 1-((2S,4S)-4-(3,4-dichlorophenyl)-1,2,3,4-tetrahydronaphthalen-2-yl)ethylcarbamate), C(=O)(C(F)(F)F)O (TFA). Solvent: C(Cl)Cl (CH2Cl2). Reaction conditions: time 1 hour. Product: ClC=1C=C(C=CC1Cl)[C@@H]1C[C@@H](CC2=CC=CC=C12)[C@H](C)N ((S)-1-((2S,4S)-4-(3,4-dichlorophenyl)-1,2,3,4-tetrahydronaphthalen-2-yl)ethanamine). Isolated yield 106.4%. As a reaction SMILES: [Cl:1][C:2]1[CH:3]=[C:4]([C@H:9]2[C:18]3[C:13](=[CH:14][CH:15]=[CH:16][CH:17]=3)[CH2:12][C@@H:11]([CH:19]([NH:21]C(=O)OC(C)(C)C)[CH3:20])[CH2:10]2)[CH:5]=[CH:6][C:7]=1[Cl:8].C(O)(C(F)(F)F)=O>C(Cl)Cl>[Cl:1][C:2]1[CH:3]=[C:4]([C@H:9]2[C:18]3[C:13](=[CH:14][CH:15]=[CH:16][CH:17]=3)[CH2:12][C@@H:11]([C@@H:19]([NH2:21])[CH3:20])[CH2:10]2)[CH:5]=[CH:6][C:7]=1[Cl:8]. Reported procedure: To a solution of the above tert-butyl 1-((2S,4S)-4-(3,4-dichlorophenyl)-1,2,3,4-tetrahydronaphthalen-2-yl)ethylcarbamate 50a (40 mg, 0.096 mmol) in CH2Cl2 (2 mL) was added TFA (2 mL). The reaction mixture was stirred for 1 h before being concentrated. The residue was subjected reverse phase column chromatography (CH3CN/H2O/0.1% Formic acid=5% to 100%) to give 52 (32.7 mg, 86%). 1H NMR (400 MHz, CDCl3) δ 7.36 (d, J=8.0 Hz, 1 H), 7.27 (d, J=2.0 Hz, 1 H), 7.15 (m, 2 H), 7.02 (m, 2 H), 6.72 (d, J=7.... Starting materials: O=C([O-])[O-], COC(=O)c1cc(COc2ccc(B3OC(C)(C)C(C)(C)O3)cc2)c(C)o1, Cl, [Cs+], [Cs+], COc1ccc(I)nc1, O, C1COCCO1. Yields the product COC(=O)c1cc(COc2ccc(-c3ccc(OC)cn3)cc2)c(C)o1. RXN SMILES: [C:28](=[O:29])([O-:30])[O-:31].[CH3:1][O:2][C:3](=[O:4])[c:5]1[o:6][c:7]([CH3:27])[c:8]([CH2:10][O:11][c:12]2[cH:13][cH:14][c:15]([B:18]3[O:19][C:20]([CH3:21])([CH3:22])[C:23]([CH3:24])([CH3:25])[O:26]3)[cH:16][cH:17]2)[cH:9]1.[ClH:44].[Cs+:32].[Cs+:33].[I:34][c:35]1[n:36][cH:37][c:38]([O:41][CH3:42])[cH:39][cH:40]1.[O:43].[O:45]1[CH2:46][CH2:47][O:48][CH2:49][CH2:50]1>>[CH3:1][O:2][C:3](=[O:4])[c:5]1[o:6][c:7]([CH3:27])[c:8]([CH2:10][O:11][c:12]2[cH:13][cH:14][c:15](-[c:35]3[n:36][cH:37][c:38]([O:41][CH3:42])[cH:39][cH:40]3)[cH:16][cH:17]2)[cH:9]1. The reactants are CCOC(=O)N1C(=O)c2ccccc2C1=O, COc1ccc(C(C)N)cc1OC, CC#N, [Na+], [Na+], O=C([O-])[O-], O. The product is COc1ccc(C(C)N2C(=O)c3ccccc3C2=O)cc1OC. As a reaction SMILES: [C:20]([N:21]1[C:26](=[O:35])[c:27]2[c:28]([cH:31][cH:32][cH:33][cH:34]2)[C:29]1=[O:30])([O:22][CH2:23][CH3:24])=[O:25].[CH3:1][O:2][c:3]1[cH:4][c:5]([CH:11]([CH3:12])[NH2:13])[cH:6][cH:7][c:8]1[O:9][CH3:10].[CH3:37][C:38]#[N:39].[Na+:14].[Na+:15].[O-:16][C:17](=[O:18])[O-:19].[OH2:36]>>[CH3:1][O:2][c:3]1[cH:4][c:5]([CH:11]([CH3:12])[N:13]2[C:26](=[O:35])[c:27]3[c:28]([cH:31][cH:32][cH:33][cH:34]3)[C:29]2=[O:30])[cH:6][cH:7][c:8]1[O:9][CH3:10]. The reactants are C1=CC=C(C=C1)COC(=O)N[C@@H](CCC(=O)N)C(=O)OC2=CC=C(C=C2)[N+](=O)[O-] (Z-Gln-ONP), N[C@@H](CC(N)=O)C(=O)N[C@@H](CC1=CC=CC=C1)C(=O)OC (H-Asn-Phe-OCH3), Cl (hydrochloride). Solvent: CN(C=O)C (dimethylformamide), C(C)N(CC)CC (triethylamine), CN(C=O)C (dimethylformamide). The product is N([C@@H](CCC(N)=O)C(=O)N[C@@H](CC(N)=O)C(=O)N[C@@H](CC1=CC=CC=C1)C(=O)OC)C(=O)OCC1=CC=CC=C1 (Z-Gln-Asn-Phe-OCH3). As a reaction SMILES: [CH:1]1[CH:6]=[CH:5][C:4]([CH2:7][O:8][C:9]([NH:11][C@H:12]([C:18]([O:20]C2C=CC([N+]([O-])=O)=CC=2)=O)[CH2:13][CH2:14][C:15]([NH2:17])=[O:16])=[O:10])=[CH:3][CH:2]=1.[NH2:30][C@H:31]([C:36]([NH:38][C@H:39]([C:47]([O:49][CH3:50])=[O:48])[CH2:40][C:41]1[CH:46]=[CH:45][CH:44]=[CH:43][CH:42]=1)=[O:37])[CH2:32][C:33](=[O:35])[NH2:34].Cl>CN(C)C=O.C(N(CC)CC)C>[NH:11]([C:9]([O:8][CH2:7][C:4]1[CH:3]=[CH:2][CH:1]=[CH:6][CH:5]=1)=[O:10])[C@H:12]([C:18]([NH:30][C@H:31]([C:36]([NH:38][C@H:39]([C:47]([O:49][CH3:50])=[O:48])[CH2:40][C:41]1[CH:46]=[CH:45][CH:44]=[CH:43][CH:42]=1)=[O:37])[CH2:32][C:33](=[O:35])[NH2:34])=[O:20])[CH2:13][CH2:14][C:15](=[O:16])[NH2:17]. Procedure: 14.5 g of Z-Gln-ONP and 10.8 g of H-Asn-Phe-OCH3, hydrochloride (Ann. 688, 259 [ 1965]) are dissolved together in 100 ml of dimethylformamide and to the solution 4.55 ml of triethylamine are added slowly. A thick paste forms which is diluted with 50 of dimethylformamide. After a reaction period of 24 hours at room temperature, the batch is filtered and the residue washed with dimethylformamide. The resulting Z-Gln-Asn-Phe-OMe can be recrystallized from much hot dimethylformamide. Melting point, ... Reaction conditions: time 2.75 hour. Product: C(#N)C1CCN(CC1)C([C@@H](C1CC1)NC(=O)C1=CNC2=NC=C(N=C21)C2=NC=CC(=C2)C(C)(C)C)=O (2-(4-tert-butyl-pyridin-2-yl)-5H-pyrrolo[2,3-b]pyrazine-7-carboxylic acid [(R)-2-(4-cyano-piperidin-1-yl)-1-cyclopropyl-2-oxo-ethyl]-amide). The reactants are C(#N)C1CCN(CC1)C([C@@H](C1CC1)NC(=O)C1=CN(C2=NC=C(N=C21)C2=NC=CC(=C2)C(C)(C)C)COCC[Si](C)(C)C)=O (2-(4-tert-butyl-pyridin-2-yl)-5-(2-trimethylsilanyl-ethoxymethyl)-5H-pyrrolo[2,3-b]pyrazine-7-carboxylic acid [(R)-2-(4-cyano-piperidin-1-yl)-1-cyclopropyl-2-oxo-ethyl]-amide), FC(C(=O)O)(F)F (trifluoroacetic acid). RXN SMILES: [C:1]([CH:3]1[CH2:8][CH2:7][N:6]([C:9](=[O:44])[C@H:10]([NH:14][C:15]([C:17]2[C:25]3[C:20](=[N:21][CH:22]=[C:23]([C:26]4[CH:31]=[C:30]([C:32]([CH3:35])([CH3:34])[CH3:33])[CH:29]=[CH:28][N:27]=4)[N:24]=3)[N:19](COCC[Si](C)(C)C)[CH:18]=2)=[O:16])[CH:11]2[CH2:13][CH2:12]2)[CH2:5][CH2:4]1)#[N:2].FC(F)(F)C(O)=O>ClCCl>[C:1]([CH:3]1[CH2:8][CH2:7][N:6]([C:9](=[O:44])[C@H:10]([NH:14][C:15]([C:17]2[C:25]3[C:20](=[N:21][CH:22]=[C:23]([C:26]4[CH:31]=[C:30]([C:32]([CH3:34])([CH3:33])[CH3:35])[CH:29]=[CH:28][N:27]=4)[N:24]=3)[NH:19][CH:18]=2)=[O:16])[CH:11]2[CH2:12][CH2:13]2)[CH2:5][CH2:4]1)#[N:2]. Procedure details: In a round-bottomed flask, 2-(4-tert-butyl-pyridin-2-yl)-5-(2-trimethylsilanyl-ethoxymethyl)-5H-pyrrolo[2,3-b]pyrazine-7-carboxylic acid [(R)-2-(4-cyano-piperidin-1-yl)-1-cyclopropyl-2-oxo-ethyl]-amide (62 mg, 0.091 mmol) was dissolved in dichloromethane (0.5 mL) and trifluoroacetic acid (0.28 mL) was added. The yellow reaction mixture was stirred at room temperature for 2.75 h then concentrated under reduced pressure. The residue was dissolved in dichloromethane (0.5 mL) and ethylenediamine (0.... Isolated yield 63.4%. The solvent is ClCCl (dichloromethane). Reactants: NC=1N=C(C2=C(N1)N=CC(=C2)C=CC2=CC=C(C=C2)C(=O)O)O (2-amino-4-hydroxy-6-[2-(4-carboxyphenyl)ethenyl]pyrido[2,3-d]pyrimidine), C(C)(=O)OC(C)=O (acetic anhydride), CCOCC (ether). Reagents/catalysts: CN(C1=CC=NC=C1)C (4-dimethylaminopyridine). Procedure: A suspension of 0.88 g of 2-amino-4-hydroxy-6-[2-(4-carboxyphenyl)ethenyl]pyrido[2,3-d]pyrimidine in 20 mL of acetic anhydride containing 0.05 g of 4-dimethylaminopyridine was heated under nitrogen at 120° C. for 3 hours. The reaction mixture was cooled to room temperature. Fifty milliliters of ether were added and the resulting yellow solid was collected by filtration to yield 0.95 g (84%) of the title compound; mp >300° C.; IR (Nujol) 3350, 3150, 1800, 1670, 1600 cm31 1. As a reaction SMILES: [NH2:1][C:2]1[N:3]=[C:4]([OH:23])[C:5]2[CH:11]=[C:10]([CH:12]=[CH:13][C:14]3[CH:19]=[CH:18][C:17]([C:20]([OH:22])=[O:21])=[CH:16][CH:15]=3)[CH:9]=[N:8][C:6]=2[N:7]=1.CC[O:26][CH2:27][CH3:28].[C:29](OC(=O)C)(=[O:31])[CH3:30]>CN(C)C1C=CN=CC=1>[C:29]([NH:1][C:2]1[N:3]=[C:4]([OH:23])[C:5]2[CH:11]=[C:10]([CH:12]=[CH:13][C:14]3[CH:19]=[CH:18][C:17]([C:20]([O:22][C:27](=[O:26])[CH3:28])=[O:21])=[CH:16][CH:15]=3)[CH:9]=[N:8][C:6]=2[N:7]=1)(=[O:31])[CH3:30]. Reaction conditions: temperature 120 celsius. Product: C(C)(=O)NC=1N=C(C2=C(N1)N=CC(=C2)C=CC2=CC=C(C=C2)C(=O)OC(C)=O)O (2-Acetamido-4-hydroxy-6-[2-(4-acetoxycarbonylphenyl)ethenyl]pyrido[2,3-d]pyrimidine). Isolated yield 84.0%. Reaction SMILES: [CH3:21][N:22]([CH3:23])[CH:24]=[O:25].[Cl-:26].[H-:20].[I:1][CH2:2][CH2:3][CH2:4][n:5]1[c:6]([CH2:14][C:15](=[O:16])[O:17][CH3:18])[c:7]([C:10](=[O:11])[O:12][CH3:13])[cH:8][cH:9]1.[Na+:19].[Na+:27]>>[CH2:2]1[CH2:3][CH2:4][n:5]2[c:6]([c:7]([C:10](=[O:11])[O:12][CH3:13])[cH:8][cH:9]2)[CH:14]1[C:15](=[O:16])[O:17][CH3:18]. Product: COC(=O)c1ccn2c1C(C(=O)OC)CCC2. Reactants: CN(C)C=O, [Cl-], [H-], COC(=O)Cc1c(C(=O)OC)ccn1CCCI, [Na+], [Na+]. Starting materials: [N+](=O)([O-])C1=C(C(=CC(=C1NC(C(CC)OC1=C(C=C(C=C1)C(C)(C)CC)C(C)(C)CC)=O)Cl)NC(C1=CC=CC=C1)=O)O (2-nitro-3-{2-(2,4-di-t-amylphenoxy)butanamido}-4-chloro-6-benzamidophenol), nitro. The reagents and catalysts are [Pd] (Pd-C). The solvent is O1CCCC1 (tetrahydrofuran), C(C)O (ethanol). Yields the product NC1=C(C(=CC(=C1NC(C(CC)OC1=C(C=C(C=C1)C(C)(C)CC)C(C)(C)CC)=O)Cl)NC(C1=CC=CC=C1)=O)O (2-amino-3-{2-(2,4-di-t-amylphenoxy)butanamido}-4-chloro-6-benzamidophenol). RXN SMILES: [N+:1]([C:4]1[C:9]([NH:10][C:11](=[O:32])[CH:12]([O:15][C:16]2[CH:21]=[CH:20][C:19]([C:22]([CH2:25][CH3:26])([CH3:24])[CH3:23])=[CH:18][C:17]=2[C:27]([CH2:30][CH3:31])([CH3:29])[CH3:28])[CH2:13][CH3:14])=[C:8]([Cl:33])[CH:7]=[C:6]([NH:34][C:35](=[O:42])[C:36]2[CH:41]=[CH:40][CH:39]=[CH:38][CH:37]=2)[C:5]=1[OH:43])([O-])=O>O1CCCC1.C(O)C.[Pd]>[NH2:1][C:4]1[C:9]([NH:10][C:11](=[O:32])[CH:12]([O:15][C:16]2[CH:21]=[CH:20][C:19]([C:22]([CH2:25][CH3:26])([CH3:23])[CH3:24])=[CH:18][C:17]=2[C:27]([CH2:30][CH3:31])([CH3:29])[CH3:28])[CH2:13][CH3:14])=[C:8]([Cl:33])[CH:7]=[C:6]([NH:34][C:35](=[O:42])[C:36]2[CH:37]=[CH:38][CH:39]=[CH:40][CH:41]=2)[C:5]=1[OH:43]. Procedure details: In 50 ml of tetrahydrofuran and 100 ml of ethanol was dissolved 21 g (13×10-3 mole) of 2-nitro-3-{2-(2,4-di-t-amylphenoxy)butanamido}-4-chloro-6-benzamidophenol and hydrogenation was effected by using 1.2 g of Pd-C as a catalyst. The color of the nitro derivative disappeared in 4 hours, and the Pd-C was removed by filtration and a solvent was evaporated therefrom under reduced pressure, followed by extraction of the residue with ethyl acetate. The ethyl acetate layer was washed with an aqueous s... Reactants: CCCc1cc(C(F)(F)F)ccc1C=CC(=O)O, Cl, CCC(N)c1cc(F)c(NS(C)(=O)=O)c(F)c1. Product: CCCc1cc(C(F)(F)F)ccc1C=CC(=O)NC(CC)c1cc(F)c(NS(C)(=O)=O)c(F)c1. As a reaction SMILES: [CH2:19]([CH2:20][CH3:21])[c:22]1[c:23]([CH:32]=[CH:33][C:34](=[O:35])[OH:36])[cH:24][cH:25][c:26]([C:28]([F:29])([F:30])[F:31])[cH:27]1.[ClH:18].[NH2:1][CH:2]([CH2:3][CH3:4])[c:5]1[cH:6][c:7]([F:17])[c:8]([NH:12][S:13](=[O:14])(=[O:15])[CH3:16])[c:9]([F:11])[cH:10]1>>[NH:1]([CH:2]([CH2:3][CH3:4])[c:5]1[cH:6][c:7]([F:17])[c:8]([NH:12][S:13](=[O:14])(=[O:15])[CH3:16])[c:9]([F:11])[cH:10]1)[C:34]([CH:33]=[CH:32][c:23]1[c:22]([CH2:19][CH2:20][CH3:21])[cH:27][c:26]([C:28]([F:29])([F:30])[F:31])[cH:25][cH:24]1)=[O:35].